describe an organic reaction: reactants, conditions, products, and yield From a dataset of the Open Reaction Database (ORD), a public repository of structured organic reaction records. Starting materials: [OH-].[Na+] (sodium hydroxide), BrN1C(CCC1=O)=O (N-Bromosuccinimide), CC1(OC2=C(C=C1)C=C(C=C2)S(=O)(=O)N2CCCC1=CC=CC=C21)C (1,2,3,4-Tetrahydro-1-[(2,2-dimethyl-2H-1-benzopyran-6-yl)sulphonyl]quinoline), O (water). The solvent is O1CCOCC1.O (dioxan water), CS(=O)C (dimethylsulphoxide). Reaction conditions: time 2 hour. Product: CC1(OC2=C(C3C1O3)C=C(C=C2)S(=O)(=O)N2CCCC3=CC=CC=C23)C (1,2,3,4-Tetrahydro-1-[(1a,7b-dihydro-2,2-dimethyl-2H-oxireno[c][1]benzopyran-6-yl)sulphonyl]quinoline). RXN SMILES: BrN1C(=[O:7])CCC1=O.[CH3:9][C:10]1([CH3:33])[CH:15]=[CH:14][C:13]2[CH:16]=[C:17]([S:20]([N:23]3[C:32]4[C:27](=[CH:28][CH:29]=[CH:30][CH:31]=4)[CH2:26][CH2:25][CH2:24]3)(=[O:22])=[O:21])[CH:18]=[CH:19][C:12]=2[O:11]1.O.[OH-].[Na+]>CS(C)=O.O1CCOCC1.O>[CH3:9][C:10]1([CH3:33])[CH:15]2[O:7][CH:14]2[C:13]2[CH:16]=[C:17]([S:20]([N:23]3[C:32]4[C:27](=[CH:28][CH:29]=[CH:30][CH:31]=4)[CH2:26][CH2:25][CH2:24]3)(=[O:22])=[O:21])[CH:18]=[CH:19][C:12]=2[O:11]1 |f:3.4,6.7|. Procedure: N-Bromosuccinimide (3.65 g, 20.5 mmol) is added to a stirred solution of Intermediate 1a (6.80 g, 19.1 mmol) in dimethylsulphoxide (70 mL) and water (0.89 g, 0.50 mmol) at 15° C. The mixture is stirred for 2 hours and then treated with a solution of sodium hydroxide (4.0 g, 100 mmol) in dioxan-water and stirred at 20° C. for 30 minutes. The mixture is concentrated to 25% volume by evaporation under reduced pressure, treated with saturated aqueous ammonium chloride solution (300 mL) and extracted...